This data is from the Open Reaction Database (ORD), a public repository of structured organic reaction records. The task is: describe an organic reaction: reactants, conditions, products, and yield Reactants: C=1C=CC=2C(C1)=CN=NC2NN.Cl (hydralazine hydrochloride), C=1C=CC=2C(C1)=CN=NC2O (phthalazinone), P(=O)(Cl)(Cl)Cl (phosphorous oxychloride). Yields the product ClC1=NN=CC2=CC=CC=C12 (1-chlorophthalazine). RXN SMILES: [CH:1]1[CH:2]=[CH:3][C:4]2[C:5](=[CH:7][N:8]=[N:9][C:10]=2NN)[CH:6]=1.Cl.C1C=CC2C(=CN=NC=2O)C=1.P(Cl)(Cl)([Cl:27])=O>>[Cl:27][C:10]1[C:4]2[C:5](=[CH:6][CH:1]=[CH:2][CH:3]=2)[CH:7]=[N:8][N:9]=1 |f:0.1|. Reported procedure: In another major embodiment of this invention, a process of preparing pure hydralazine hydrochloride is disclosed, comprising the steps of: a) reacting phthalazinone with phosphorous oxychloride at a specific temperature to produce 1-chlorophthalazine salt; b) concentrating the reaction mixture by distillation; c) isolating the 1-chlorophthalazine salt concentrated in step (b) by precipitating 1-chlorophthalazine salt through the addition of a mineral add in the presence of a solvent, filtering ... Starting materials: CC(C)(c1ccccc1)c1ccccc1O, C=CC(=O)Cl, Cc1ccccc1, [Ca+2], O=C([O-])[O-]. Yields the product C=CC(=O)Oc1ccccc1C(C)(C)c1ccccc1. RXN SMILES: [C:1]([CH3:2])([CH3:3])([c:4]1[cH:5][cH:6][cH:7][cH:8][cH:9]1)[c:10]1[c:11]([OH:16])[cH:12][cH:13][cH:14][cH:15]1.[C:22](=[O:23])([CH:24]=[CH2:25])[Cl:26].[CH3:27][c:28]1[cH:29][cH:30][cH:31][cH:32][cH:33]1.[Ca+2:17].[O-:18][C:19](=[O:20])[O-:21]>>[C:1]([CH3:2])([CH3:3])([c:4]1[cH:5][cH:6][cH:7][cH:8][cH:9]1)[c:10]1[c:11]([O:16][C:22](=[O:23])[CH:24]=[CH2:25])[cH:12][cH:13][cH:14][cH:15]1. The reactants are [H-].[Na+] (sodium hydride), ClC1=C(C(=CC(=C1)CN(C)C)C)O (2-chloro-4-(N,N-dimethylaminomethyl)-6-methylphenol), CS(=O)(=O)OCC1OC(OC1)(C1=CC=C(C=C1)Cl)CBr (2-bromomethyl-2-(4-chlorophenyl)-1,3-dioxolan-4-ylmethyl methanesulfonate), ( IV ), [H][H] (hydrogen). The solvent is CN(C=O)C (dimethylformamide). Conditions: time 7 hour. The product is BrCC1(OCC(O1)COC1=C(C=C(C=C1C)CN(C)C)Cl)C1=CC=C(C=C1)Cl (2-Bromomethyl-2-(4-chlorophenyl)-4-[2-chloro-4-(N,N-dimethylaminomethyl)-6-methylphenoxymethyl]-1,3-dioxolane). RXN SMILES: [Cl:1][C:2]1[CH:7]=[C:6]([CH2:8][N:9]([CH3:11])[CH3:10])[CH:5]=[C:4]([CH3:12])[C:3]=1[OH:13].[H-].[Na+].[H][H].CS(O[CH2:23][CH:24]1[CH2:28][O:27][C:26]([CH2:36][Br:37])([C:29]2[CH:34]=[CH:33][C:32]([Cl:35])=[CH:31][CH:30]=2)[O:25]1)(=O)=O>CN(C)C=O>[Br:37][CH2:36][C:26]1([C:29]2[CH:34]=[CH:33][C:32]([Cl:35])=[CH:31][CH:30]=2)[O:25][CH:24]([CH2:23][O:13][C:3]2[C:4]([CH3:12])=[CH:5][C:6]([CH2:8][N:9]([CH3:10])[CH3:11])=[CH:7][C:2]=2[Cl:1])[CH2:28][O:27]1 |f:1.2|. Reported procedure: 4 g=20 mmoles of 2-chloro-4-(N,N-dimethylaminomethyl)-6-methylphenol are added in portions, while cooling with an ice bath and stirring, to a suspension of 0.6 g=20 mmoles of sodium hydride (an 80% strength dispersion in oil) in 30 ml of absolute dimethylformamide at such a rate that the temperature does not exceed 20° C. Stirring is continued at 20° C. until the evolution of hydrogen is complete, 8.26 g=20 mmoles of 2-bromomethyl-2-(4-chlorophenyl)-1,3-dioxolan-4-ylmethyl methanesulfonate (comp... The reactants are O=C([O-])C(O)C(O)C(=O)[O-], CCOC(=O)c1ccc(OCc2c(-c3ccncc3)noc2C)nn1, C[Al](C)C, [K+], NCC1CC1, [Na+], C1COCCO1. Yields the product Cc1onc(-c2ccncc2)c1COc1ccc(C(=O)NCC2CC2)nn1. As a reaction SMILES: [C:35]([CH:36]([CH:37]([C:38]([O-:39])=[O:40])[OH:41])[OH:42])([O-:43])=[O:44].[CH2:10]([O:12][C:13](=[O:11])[c:15]1[n:16][n:17][c:18]([O:21][CH2:22][c:23]2[c:24](-[c:29]3[cH:30][cH:31][n:32][cH:33][cH:34]3)[n:25][o:26][c:27]2[CH3:28])[cH:19][cH:20]1)[CH3:14].[CH3:1][Al:2]([CH3:3])[CH3:4].[K+:45].[NH2:5][CH2:6][CH:7]1[CH2:8][CH2:9]1.[Na+:46].[O:47]1[CH2:48][CH2:49][O:50][CH2:51][CH2:52]1>>[NH:5]([CH2:6][CH:7]1[CH2:8][CH2:9]1)[C:13](=[O:12])[c:15]1[n:16][n:17][c:18]([O:21][CH2:22][c:23]2[c:24](-[c:29]3[cH:30][cH:31][n:32][cH:33][cH:34]3)[n:25][o:26][c:27]2[CH3:28])[cH:19][cH:20]1.